Task: describe an organic reaction: reactants, conditions, products, and yield. Dataset: the Open Reaction Database (ORD), a public repository of structured organic reaction records The reactants are COC(=O)c1cc(-c2ccc(C(F)(F)F)cc2)oc1CBr, Cc1ccccc1, c1ccc(P(c2ccccc2)c2ccccc2)cc1. The product is [Br-], COC(=O)c1cc(-c2ccc(C(F)(F)F)cc2)oc1C[P+](c1ccccc1)(c1ccccc1)c1ccccc1. Reaction SMILES: [Br:1][CH2:2][c:3]1[o:4][c:5](-[c:12]2[cH:13][cH:14][c:15]([C:18]([F:19])([F:20])[F:21])[cH:16][cH:17]2)[cH:6][c:7]1[C:8](=[O:9])[O:10][CH3:11].[CH3:41][c:42]1[cH:43][cH:44][cH:45][cH:46][cH:47]1.[c:22]1([P:28]([c:29]2[cH:30][cH:31][cH:32][cH:33][cH:34]2)[c:35]2[cH:36][cH:37][cH:38][cH:39][cH:40]2)[cH:23][cH:24][cH:25][cH:26][cH:27]1>>[Br-:1].[CH2:2]([c:3]1[o:4][c:5](-[c:12]2[cH:13][cH:14][c:15]([C:18]([F:19])([F:20])[F:21])[cH:16][cH:17]2)[cH:6][c:7]1[C:8](=[O:9])[O:10][CH3:11])[P+:28]([c:22]1[cH:23][cH:24][cH:25][cH:26][cH:27]1)([c:29]1[cH:30][cH:31][cH:32][cH:33][cH:34]1)[c:35]1[cH:36][cH:37][cH:38][cH:39][cH:40]1.